From a dataset of the Open Reaction Database (ORD), a public repository of structured organic reaction records. describe an organic reaction: reactants, conditions, products, and yield Starting materials: [BH-](OC(=O)C)(OC(=O)C)OC(=O)C.[Na+] (NaBH(OAc)3), C1C(CC2=CC=CC=C12)N (2,3-dihydro-1H-inden-2-amine), FC=1C=C(C=C(C1C=O)F)B(O)O ((3,5-difluoro-4-formylphenyl)boronic acid), C(C)(=O)O (acetic acid). Run in C1CCOC1 (THF), CCOC(=O)C (EtOAc). Reaction conditions: time 1 hour. Yields the product C1C(CC2=CC=CC=C12)NCC1=C(C=C(C=C1F)B(O)O)F ({4-[(2,3-dihydro-1H-inden-2-ylamino)methyl]-3,5-difluorophenyl}boronic acid). As a reaction SMILES: [CH2:1]1[C:9]2[C:4](=[CH:5][CH:6]=[CH:7][CH:8]=2)[CH2:3][CH:2]1[NH2:10].[F:11][C:12]1[CH:13]=[C:14]([B:21]([OH:23])[OH:22])[CH:15]=[C:16]([F:20])[C:17]=1[CH:18]=O.C(O)(=O)C.[BH-](OC(C)=O)(OC(C)=O)OC(C)=O.[Na+]>C1COCC1.CCOC(C)=O>[CH2:1]1[C:9]2[C:4](=[CH:5][CH:6]=[CH:7][CH:8]=2)[CH2:3][CH:2]1[NH:10][CH2:18][C:17]1[C:16]([F:20])=[CH:15][C:14]([B:21]([OH:23])[OH:22])=[CH:13][C:12]=1[F:11] |f:3.4|. Reported procedure: A mixture of 2,3-dihydro-1H-inden-2-amine (0.780 mL, 5.99 mmol), (3,5-difluoro-4-formylphenyl)boronic acid (1.0 g, 5.99 mmol) and acetic acid (0.710 mL, 12.0 mmol) in THF (12 mL) was stirred at room temperature for 1 hr. To the solution was added NaBH(OAc)3 (3.81 g, 18.0 mmol) and the mixture stirred at room temperature for 16 hr. The mixture was diluted with EtOAc then washed with satd Na2CO3. The combined layers were filtered and the filter cake washed with H2O and EtOAc to give {4-[(2,3-dihyd... Reactants: C(C)OC(CC=1C=C(C(=CC1)OC)C1=C(C=CC(=C1)C)C=O)=O ((2′-formyl-6-methoxy-5′-methyl-biphenyl-3-yl)-acetic acid ethyl ester), C(C)N (ethylamine). The product is C(C)OC(CC=1C=C(C(=CC1)OC)C1=C(C=CC(=C1)C)CNCC)=O ((2′-Ethylaminomethyl-6-methoxy-5′-methyl-biphenyl-3-yl)-acetic acid ethyl ester). RXN SMILES: [CH2:1]([O:3][C:4](=[O:23])[CH2:5][C:6]1[CH:7]=[C:8]([C:14]2[CH:19]=[C:18]([CH3:20])[CH:17]=[CH:16][C:15]=2[CH:21]=O)[C:9]([O:12][CH3:13])=[CH:10][CH:11]=1)[CH3:2].[CH2:24]([NH2:26])[CH3:25]>>[CH2:1]([O:3][C:4](=[O:23])[CH2:5][C:6]1[CH:7]=[C:8]([C:14]2[CH:19]=[C:18]([CH3:20])[CH:17]=[CH:16][C:15]=2[CH2:21][NH:26][CH2:24][CH3:25])[C:9]([O:12][CH3:13])=[CH:10][CH:11]=1)[CH3:2]. Reported procedure: Prepared according to the procedure described in Example 33, Step 4, using the following starting materials: (2′-formyl-6-methoxy-5′-methyl-biphenyl-3-yl)-acetic acid ethyl ester and ethylamine (2M in THF).